This data is from the Open Reaction Database (ORD), a public repository of structured organic reaction records. The task is: describe an organic reaction: reactants, conditions, products, and yield Reactants: N1=CC=C(C=C1)CC1(C(N(C2=CC=CC=C12)N=CC1=CC=CC=C1)=O)CC1=CC=NC=C1 (3,3-bis-(4-pyridinylmethyl)-1,3-dihydro-1-[(phenylmethylene)amino]-2H-indol-2-one), O.NN (hydrazine hydrate). Run in C(C)O (ethanol). Conditions: temperature 0 celsius. The product is NN1C(C(C2=CC=CC=C12)(CC1=CC=NC=C1)CC1=CC=NC=C1)=O (1-amino-3,3-bis(4-pyridinylmethyl)-1,3-dihydro-2H-indol-2-one). The yield is 40.4%. As a reaction SMILES: [N:1]1[CH:6]=[CH:5][C:4]([CH2:7][C:8]2([CH2:26][C:27]3[CH:32]=[CH:31][N:30]=[CH:29][CH:28]=3)[C:16]3[C:11](=[CH:12][CH:13]=[CH:14][CH:15]=3)[N:10]([N:17]=CC3C=CC=CC=3)[C:9]2=[O:25])=[CH:3][CH:2]=1.O.NN>C(O)C>[NH2:17][N:10]1[C:11]2[C:16](=[CH:15][CH:14]=[CH:13][CH:12]=2)[C:8]([CH2:7][C:4]2[CH:3]=[CH:2][N:1]=[CH:6][CH:5]=2)([CH2:26][C:27]2[CH:32]=[CH:31][N:30]=[CH:29][CH:28]=2)[C:9]1=[O:25] |f:1.2|. Procedure: To a solution consisting of 3,3-bis-(4-pyridinylmethyl)-1,3-dihydro-1-[(phenylmethylene)amino]-2H-indol-2-one (7.84 g) and absolute ethanol (68 ml) was added hydrazine hydrate (6.4 ml). The resulting mixture was heated at reflux for 5.75 hours, followed by cooling to 0° C. The product crystallized upon cooling. Filtration and washing with ether-pentane afforded 2.50 g of 1-amino-3,3-bis(4-pyridinylmethyl)-1,3-dihydro-2H-indol-2-one. The reactants are C=Cc1ccc(Br)c(C(=O)N2CC(COc3ccc(F)cn3)CCC2C)c1, C1CCOC1, CC(C)(C)O, [O-][I+3]([O-])([O-])[O-], [Na+], O, O=[Os](=O)(=O)=O. Product: CC1CCC(COc2ccc(F)cn2)CN1C(=O)c1cc(C=O)ccc1Br. Reaction SMILES: [Br:1][c:2]1[c:3]([C:4](=[O:5])[N:6]2[CH2:7][CH:8]([CH2:13][O:14][c:15]3[n:16][cH:17][c:18]([F:21])[cH:19][cH:20]3)[CH2:9][CH2:10][CH:11]2[CH3:12])[cH:22][c:23]([CH:26]=[CH2:27])[cH:24][cH:25]1.[CH2:34]1[O:35][CH2:36][CH2:37][CH2:38]1.[CH3:40][C:41]([OH:42])([CH3:43])[CH3:44].[I+3:28]([O-:29])([O-:30])([O-:31])[O-:32].[Na+:33].[OH2:39].[Os:45](=[O:46])(=[O:47])(=[O:48])=[O:49]>>[Br:1][c:2]1[c:3]([C:4](=[O:5])[N:6]2[CH2:7][CH:8]([CH2:13][O:14][c:15]3[n:16][cH:17][c:18]([F:21])[cH:19][cH:20]3)[CH2:9][CH2:10][CH:11]2[CH3:12])[cH:22][c:23]([CH:26]=[O:29])[cH:24][cH:25]1.